Task: describe an organic reaction: reactants, conditions, products, and yield. Dataset: the Open Reaction Database (ORD), a public repository of structured organic reaction records Starting materials: O.NN (Hydrazine monohydrate), BrC=1C=C(C=CC1)C1CC2CC(C(C(C1)N2S(=O)(=O)C2=CC=C(C=C2)C(F)(F)F)=CO)=O (7-(3-bromophenyl)-2-(hydroxymethylene)-9-(4-(trifluoromethyl)phenylsulfonyl)-9-azabicyclo[3.3.1]nonan-3-one), C(C)(=O)O (acetic acid). Run in CCO (EtOH). Run at time 18 hour. Yields the product BrC=1C=C(C=CC1)C1CC2C3=C(NN=C3)CC(C1)N2S(=O)(=O)C2=CC=C(C=C2)C(F)(F)F (6-(3-Bromophenyl)-10-{[4-(trifluoromethyl)phenyl]sulfonyl}-4,5,6,7,8,9-hexahydro-1H-4,8-epiminocycloocta[c]pyrazole). RXN SMILES: O.[NH2:2][NH2:3].[Br:4][C:5]1[CH:6]=[C:7]([CH:11]2[CH2:18][CH:17]3[N:19]([S:20]([C:23]4[CH:28]=[CH:27][C:26]([C:29]([F:32])([F:31])[F:30])=[CH:25][CH:24]=4)(=[O:22])=[O:21])[CH:13]([CH2:14][C:15](=O)[C:16]3=[CH:33]O)[CH2:12]2)[CH:8]=[CH:9][CH:10]=1.C(O)(=O)C>CCO>[Br:4][C:5]1[CH:6]=[C:7]([CH:11]2[CH2:12][CH:13]3[N:19]([S:20]([C:23]4[CH:28]=[CH:27][C:26]([C:29]([F:30])([F:31])[F:32])=[CH:25][CH:24]=4)(=[O:22])=[O:21])[CH:17]([C:16]4[CH:33]=[N:3][NH:2][C:15]=4[CH2:14]3)[CH2:18]2)[CH:8]=[CH:9][CH:10]=1 |f:0.1|. Procedure: 21% NaOEt (6 ml, 16.1 mmol) was added to a solution of 7-(3-Bromophenyl)-9-(4-(trifluoromethyl)phenylsulfonyl)-9-azabicyclo[3.3.1]nonan-3-one (90) (2.28 g, 4.54 mmol) and ethyl formate (6 ml, 74.5 mmol) in THF (20 ml). The solution was placed into a preheated oil bath at 60° C. After stirring for 30 min, the solution was cooled to ambient temperature, diluted with saturated aqueous NH4Cl, and extracted with EtOAc. The combined organic extracts were dried over MgSO4, filtered, and concentrated to... The product is O=C(N1CCNCC1)N1CCN(S(=O)(=O)c2ccc(Br)cc2)CC1, Cl. The reactants are CC(C)(C)OC(=O)N1CCN(C(=O)N2CCN(S(=O)(=O)c3ccc(Br)cc3)CC2)CC1, CCOC(C)=O, Cl. Reaction SMILES: [Br:2][c:3]1[cH:4][cH:5][c:6]([S:9](=[O:10])(=[O:11])[N:12]2[CH2:13][CH2:14][N:15]([C:18](=[O:19])[N:20]3[CH2:21][CH2:22][N:23]([C:26]([O:27][C:28]([CH3:29])([CH3:30])[CH3:31])=[O:32])[CH2:24][CH2:25]3)[CH2:16][CH2:17]2)[cH:7][cH:8]1.[CH3:33][CH2:34][O:35][C:36](=[O:37])[CH3:38].[ClH:1]>>[Br:2][c:3]1[cH:4][cH:5][c:6]([S:9](=[O:10])(=[O:11])[N:12]2[CH2:13][CH2:14][N:15]([C:18](=[O:19])[N:20]3[CH2:21][CH2:22][NH:23][CH2:24][CH2:25]3)[CH2:16][CH2:17]2)[cH:7][cH:8]1.[ClH:1]. As a reaction SMILES: C(O[C:4](=[O:21])[C:5]([C:16]([O:18][CH2:19][CH3:20])=[O:17])=[C:6]([C:12]([O:14][CH3:15])=[O:13])[CH:7]=[CH:8][N:9]([CH3:11])C)C.C(N)[C:23]1[CH:28]=[CH:27][CH:26]=[CH:25][CH:24]=1>CO>[CH3:15][O:14][C:12]([C:6]1[CH:7]=[CH:8][N:9]([CH2:11][C:23]2[CH:28]=[CH:27][CH:26]=[CH:25][CH:24]=2)[C:4](=[O:21])[C:5]=1[C:16]([O:18][CH2:19][CH3:20])=[O:17])=[O:13]. Isolated yield 77.9%. Starting materials: C(C)OC(C(=C(C=CN(C)C)C(=O)OC)C(=O)OCC)=O (5-dimethylamino-2-ethoxycarbonyl-3-methoxycarbonyl-penta-2,4-dienoic acid ethyl ester), C(C1=CC=CC=C1)N (benzylamine). Procedure: A mixture of 5-dimethylamino-2-ethoxycarbonyl-3-methoxycarbonyl-penta-2,4-dienoic acid ethyl ester (5 g, 16.7 mmol) and benzylamine (1.9 mL, 17.6 mmol) in MeOH (30 mL) was refluxed for 5 h. The mixture was cooled to r.t., concentrated in vacuo, and taken up in ether. The solution was washed with 1 M HCl and water, and then dried over MgSO4. Evaporation of the solvent in vacuo afforded 4.1 g of the title compound as a dark brown oil. 1H NMR (CDCl3, 200 MHz): δ=7.20-7.40 (m, 6H), 6.56 (d, 1H, J=7.... Yields the product COC(=O)C1=C(C(N(C=C1)CC1=CC=CC=C1)=O)C(=O)OCC (1-Benzyl-2-oxo-1,2-dihydro-pyridine-3,4-dicarboxylic acid 3-ethyl ester 4-methyl ester). Solvent: CO (MeOH). Starting materials: O=C1CCC(=O)N1Br, Cc1cscc1C1CCCCC1, CN(C)C=O, O. Yields the product Cc1c(C2CCCCC2)csc1Br. As a reaction SMILES: [Br:13][N:14]1[C:15](=[O:16])[CH2:17][CH2:18][C:19]1=[O:20].[CH3:1][c:2]1[cH:3][s:4][cH:5][c:6]1[CH:7]1[CH2:8][CH2:9][CH2:10][CH2:11][CH2:12]1.[O:22]=[CH:23][N:24]([CH3:25])[CH3:26].[OH2:21]>>[CH3:1][c:2]1[c:3]([Br:13])[s:4][cH:5][c:6]1[CH:7]1[CH2:8][CH2:9][CH2:10][CH2:11][CH2:12]1. Starting materials: B, COC(=O)CBr, C1CCOC1, COC1(C#CC(O)(c2cccs2)c2cccs2)CN2CCC1CC2, [H-], [Na+]. Product: COC(=O)COC(C#CC1(OC)CN2CCC1CC2)(c1cccs1)c1cccs1. Reaction SMILES: [BH3:25].[Br:28][CH2:29][C:30](=[O:31])[O:32][CH3:33].[CH2:34]1[O:35][CH2:36][CH2:37][CH2:38]1.[CH3:1][O:2][C:3]1([C:11]#[C:12][C:13]([OH:14])([c:15]2[s:16][cH:17][cH:18][cH:19]2)[c:20]2[s:21][cH:22][cH:23][cH:24]2)[CH2:4][N:5]2[CH2:6][CH2:7][CH:8]1[CH2:9][CH2:10]2.[H-:27].[Na+:26]>>[CH3:1][O:2][C:3]1([C:11]#[C:12][C:13]([O:14][CH2:29][C:30](=[O:31])[O:32][CH3:33])([c:15]2[s:16][cH:17][cH:18][cH:19]2)[c:20]2[s:21][cH:22][cH:23][cH:24]2)[CH2:4][N:5]2[CH2:6][CH2:7][CH:8]1[CH2:9][CH2:10]2. Reactants: ClC1=C(C=C(C=C1)O)[N+](=O)[O-] (4-Chloro-3-nitrophenol), C1(=CC=CC=C1)B(O)O (phenylboronic acid), TEA, cupric acetate, C(Cl)Cl (DCM). Reaction conditions: time 48 hour. The product is ClC1=C(C=C(C=C1)OC1=CC=CC=C1)[N+](=O)[O-] (1-Chloro-2-nitro-4-phenoxybenzene). As a reaction SMILES: [Cl:1][C:2]1[CH:7]=[CH:6][C:5]([OH:8])=[CH:4][C:3]=1[N+:9]([O-:11])=[O:10].[C:12]1(B(O)O)[CH:17]=[CH:16][CH:15]=[CH:14][CH:13]=1.C(Cl)Cl>>[Cl:1][C:2]1[CH:7]=[CH:6][C:5]([O:8][C:12]2[CH:17]=[CH:16][CH:15]=[CH:14][CH:13]=2)=[CH:4][C:3]=1[N+:9]([O-:11])=[O:10]. Reported procedure: 4-Chloro-3-nitrophenol (2.0 g, 0.012 mol), phenylboronic acid (3.5 g, 0.029 mol), TEA (9.6 mL, 0.069 mol), cupric acetate (3.3 g, 0.018 mol) and DCM (100 mL, 2 mol) were added to a 100 mL oven dried flask and the reaction was stirred at rt for 48 h. The solvent was then removed under reduced pressure and the resulting residue was purified by flash chromatography (5% EtOAc in Hexane). The product is FC(C1=NN(C=C1C(=O)OCC)C)F (ethyl 3-difluoromethyl-1-methyl-1H-pyrazole-4-carboxylate). Procedure: A 0.25 mol solution of methylhydrazine 40% diluted in 50.0 g xylene and 4.7 g water was prepared. A solution of 0.25 mol of 2-[1-Ethoxy-meth-(Z)-ylidene]-4,4-difluoro-3-oxo-butyric acid ethyl ester in 100.0 g xylene was added to the methylhydrazine over 30-60 minutes at a temperature of 20-25° C. The reaction mixture was stirred for 15 min. The phases of the reaction mass were separated. Run at time 15 minute. Starting materials: C(C)OC(\C(\C(C(F)F)=O)=C/OCC)=O (2-[1-Ethoxy-meth-(Z)-ylidene]-4,4-difluoro-3-oxo-butyric acid ethyl ester), CNN (methylhydrazine), solution, CNN (methylhydrazine), O (water). Run in C=1(C(=CC=CC1)C)C (xylene), C=1(C(=CC=CC1)C)C (xylene). Reaction SMILES: [CH3:1][NH:2][NH2:3].O.[CH2:5]([O:7][C:8](=[O:19])/[C:9](=[CH:15]\OCC)/[C:10](=O)[CH:11]([F:13])[F:12])[CH3:6]>C1(C)C(C)=CC=CC=1>[F:12][CH:11]([F:13])[C:10]1[C:9]([C:8]([O:7][CH2:5][CH3:6])=[O:19])=[CH:15][N:2]([CH3:1])[N:3]=1.